Dataset: the Open Reaction Database (ORD), a public repository of structured organic reaction records. Task: describe an organic reaction: reactants, conditions, products, and yield Reactants: CC(C(=O)OC)CC1=CC=C(C=C1)[Sn](CCCC)(CCCC)CCCC (Methyl 2-methyl-3-(4-tributylstannylphenyl)propionate), BrC=1N=C(C2=CC=CC=C2C1)N1CCN(CC1)CC (3-bromo-1-(4-ethylpiperazin-1-yl)isoquinoline). The reagents and catalysts are C=1C=CC(=CC1)[P](C=2C=CC=CC2)(C=3C=CC=CC3)[Pd]([P](C=4C=CC=CC4)(C=5C=CC=CC5)C=6C=CC=CC6)([P](C=7C=CC=CC7)(C=8C=CC=CC8)C=9C=CC=CC9)[P](C=1C=CC=CC1)(C=1C=CC=CC1)C=1C=CC=CC1 (tetrakistriphenylphosphinepalladium). Run in C=1(C(=CC=CC1)C)C (xylene), C(C)(=O)OCC (ethyl acetate). Product: C(C)N1CCN(CC1)C1=NC(=CC2=CC=CC=C12)C1=CC=C(C=C1)CC(C)C(=O)OC (1-(4-ethylpiperazin-1-yl)-3-[4-(2-methoxycarbonylpropyl)phenyl]isoquinoline). Isolated yield 88.6%. Reaction SMILES: [CH3:1][CH:2]([CH2:7][C:8]1[CH:13]=[CH:12][C:11]([Sn](CCCC)(CCCC)CCCC)=[CH:10][CH:9]=1)[C:3]([O:5][CH3:6])=[O:4].Br[C:28]1[N:29]=[C:30]([N:38]2[CH2:43][CH2:42][N:41]([CH2:44][CH3:45])[CH2:40][CH2:39]2)[C:31]2[C:36]([CH:37]=1)=[CH:35][CH:34]=[CH:33][CH:32]=2>C1(C)C(C)=CC=CC=1.C(OCC)(=O)C.C1C=CC([P]([Pd]([P](C2C=CC=CC=2)(C2C=CC=CC=2)C2C=CC=CC=2)([P](C2C=CC=CC=2)(C2C=CC=CC=2)C2C=CC=CC=2)[P](C2C=CC=CC=2)(C2C=CC=CC=2)C2C=CC=CC=2)(C2C=CC=CC=2)C2C=CC=CC=2)=CC=1>[CH2:44]([N:41]1[CH2:40][CH2:39][N:38]([C:30]2[C:31]3[C:36](=[CH:35][CH:34]=[CH:33][CH:32]=3)[CH:37]=[C:28]([C:11]3[CH:10]=[CH:9][C:8]([CH2:7][CH:2]([C:3]([O:5][CH3:6])=[O:4])[CH3:1])=[CH:13][CH:12]=3)[N:29]=2)[CH2:43][CH2:42]1)[CH3:45] |^1:63,65,84,103|. Procedure details: Methyl 2-methyl-3-(4-tributylstannylphenyl)propionate (2.69 g) and 3-bromo-1-(4-ethylpiperazin-1-yl)isoquinoline (1.16 g) were heated under reflux overnight in the presence of tetrakistriphenylphosphinepalladium (0) (0.17 g) in xylene in nitrogen atmosphere. Af ter cooling, the reaction solution was diluted with ethyl acetate and filtered. The filtrate was extracted with 2N hydrochloric acid. The aqueous layer was washed with ethyl acetate, adjusted to pH 10 with a 8N aqueous solution of sodium ...